The task is: describe an organic reaction: reactants, conditions, products, and yield. This data is from the Open Reaction Database (ORD), a public repository of structured organic reaction records. The reactants are C(C)(C)N(C(C)C)CC (N,N-diisopropylethylamine), C(C1=CC=CC=C1)Br (benzyl bromide), [N+](=O)([O-])NC1=NC=CC=C1 (2-(nitroamino)pyridine). Solvent: C(C)#N (acetonitrile). The product is C(C1=CC=CC=C1)N1C(C=CC=C1)=N[N+](=O)[O-] (1-benzyl-2-(nitroimino)pyridine). As a reaction SMILES: C(N(CC)C(C)C)(C)C.[CH2:10](Br)[C:11]1[CH:16]=[CH:15][CH:14]=[CH:13][CH:12]=1.[N+:18]([NH:21][C:22]1[CH:27]=[CH:26][CH:25]=[CH:24][N:23]=1)([O-:20])=[O:19]>C(#N)C>[CH2:10]([N:23]1[CH:24]=[CH:25][CH:26]=[CH:27][C:22]1=[N:21][N+:18]([O-:20])=[O:19])[C:11]1[CH:16]=[CH:15][CH:14]=[CH:13][CH:12]=1. Procedure details: 20 ml (0.114 mole) of N,N-diisopropylethylamine and 12 ml (0.1 mole) of benzyl bromide are added to a suspension containing 14 g (0.1 mole) of 2-(nitroamino)pyridine [prepared according to J. Am. Chem. Soc. 77, 3154 (1955)] in 100 ml of acetonitrile, then the mixture is refluxed for 2.5 hours. The reaction mixture is cooled down then evaporated under reduced pressure, the residue is triturated with water, the suspension obtained is filtered and washed with a great volume of water. The filter cak... Starting materials: foam, C(C)(=O)NC=1C=C(COC2C(C(C(C(O2)COC(C2=CN=CC=C2)=O)OC2C(C(C3OC(OCC3O2)C2=CC=CC=C2)O)O)O)O)C=CC1Cl (nicotinic acid 6-(3-acetylamino-4-chloro-benzyloxy)-3-(7,8-dihydroxy-2-phenyl-hexahydro-pyrano[3,2-d][1,3]dioxin-6-yloxy)-4,5-dihydroxy-tetrahydro-pyran-2-ylmethyl ester), [K+].[Br-] (KBr). The solvent is O (H2O). Yields the product C(C)(=O)OC1C(C(OC(C1OC(C)=O)OCC1=CC(=C(C=C1)Cl)NC(C)=O)COC(C1=CN=CC=C1)=O)OC1C(C(C2OC(OCC2O1)C1=CC=CC=C1)OC(C)=O)OC(C)=O (Nicotinic acid 4,5-diacetoxy-6-(3-acetylamino-4-chloro-benzyloxy)-3-(7,8-diacetoxy-2-phenyl-hexahydro-pyrano[3,2-d][1,3]dioxin-6-yloxy)-tetrahydro-pyran-2-ylmethyl ester). Reaction SMILES: [C:1]([NH:4][C:5]1[CH:6]=[C:7]([CH:47]=[CH:48][C:49]=1[Cl:50])[CH2:8][O:9][CH:10]1[O:15][CH:14]([CH2:16][O:17][C:18](=[O:25])[C:19]2[CH:24]=[CH:23][CH:22]=[N:21][CH:20]=2)[CH:13]([O:26][CH:27]2[O:36][CH:35]3[CH:30]([O:31][CH:32]([C:37]4[CH:42]=[CH:41][CH:40]=[CH:39][CH:38]=4)[O:33][CH2:34]3)[CH:29]([OH:43])[CH:28]2[OH:44])[CH:12]([OH:45])[CH:11]1[OH:46])(=[O:3])[CH3:2].[K+].[Br-]>O>[C:14]([O:45][CH:12]1[CH:11]([O:46][C:18](=[O:17])[CH3:19])[CH:10]([O:9][CH2:8][C:7]2[CH:47]=[CH:48][C:49]([Cl:50])=[C:5]([NH:4][C:1](=[O:3])[CH3:2])[CH:6]=2)[O:15][CH:14]([CH2:16][O:17][C:18](=[O:25])[C:19]2[CH:24]=[CH:23][CH:22]=[N:21][CH:20]=2)[CH:13]1[O:26][CH:27]1[O:36][CH:35]2[CH:30]([O:31][CH:32]([C:37]3[CH:42]=[CH:41][CH:40]=[CH:39][CH:38]=3)[O:33][CH2:34]2)[CH:29]([O:43][C:8](=[O:9])[CH3:7])[CH:28]1[O:44][C:1](=[O:3])[CH3:2])(=[O:15])[CH3:13] |f:1.2|. Procedure details: The title compound was prepared as a white foam (0.157 g, 73%) from nicotinic acid 6-(3-acetylamino-4-chloro-benzyloxy)-3-(7,8-dihydroxy-2-phenyl-hexahydro-pyrano[3,2-d][1,3]dioxin-6-yloxy)-4,5-dihydroxy-tetrahydro-pyran-2-ylmethyl ester using a procedure similar to Example 25, mp >112° C. (decomp.); 1H NMR (DMSO-d6) δ1.94 (s, 3H), 1.95 (s, 3H), 1.98 (s, 3H), 1.99 (s, 3H), 2.05 (s, 3H), 3.64 (t, J=9.4 Hz, 1H), 3.69-3.76 (m, 1H), 3.79 (dd, J=4.2, 9.2 Hz, 1H), 3.87 (t, J=9.4 Hz, 1H), 4.13-4.19 (m,... Starting materials: C=1N=C(N2C1C=CC=C2)CC(=O)O (imidazo[1,5-a]pyridin-3-ylacetic acid), C12(C(=O)CC(CC1)C2(C)C)CS(=O)(=O)O (camphorsulfonic acid). Run in CO (MeOH). Product: COC(CC1=NC=C2N1C=CC=C2)=O (Imidazo[1,5-a]pyridin-3-yl-acetic acid methyl ester). Reaction SMILES: [CH:1]1[N:2]=[C:3]([CH2:10][C:11]([OH:13])=[O:12])[N:4]2[CH:9]=[CH:8][CH:7]=[CH:6][C:5]=12.[C:14]12(CS(O)(=O)=O)C(C)(C)C(CC1)CC2=O>CO>[CH3:14][O:12][C:11](=[O:13])[CH2:10][C:3]1[N:4]2[CH:9]=[CH:8][CH:7]=[CH:6][C:5]2=[CH:1][N:2]=1. Procedure details: A suspension of imidazo[1,5-a]pyridin-3-ylacetic acid (Ellanovalabs, 2 g, 11.35 mmol) and camphorsulfonic acid (2.9 g, 12.49 mmol) in MeOH (120 mL) was refluxed for 4 h. Then allowed to cool to RT and concentrated under reduced pressure. The crude residue was diluted in CH2Cl2 and the organic layer was washed with a saturated aqueous solution of NaHCO3. The organics were dried (Na2SO4), filtered and concentrated. The material thus obtained was used in the next step without further purification: ... Reactants: CC(C)n1ccc2c(Br)cc(C(F)(F)F)cc21, N#C[Zn]C#N, [Na+], CN(C)C=O, O=C(C=Cc1ccccc1)C=Cc1ccccc1, O=C(C=Cc1ccccc1)C=Cc1ccccc1, O=C(C=Cc1ccccc1)C=Cc1ccccc1, [OH-], O, [Pd], [Pd]. Yields the product CC(C)n1ccc2c(C#N)cc(C(F)(F)F)cc21. Reaction SMILES: [Br:1][c:2]1[c:3]2[cH:4][cH:5][n:6]([CH:15]([CH3:16])[CH3:17])[c:7]2[cH:8][c:9]([C:11]([F:12])([F:13])[F:14])[cH:10]1.[C:18](#[N:19])[Zn:20][C:21]#[N:22].[Na+:29].[O:23]=[CH:24][N:25]([CH3:26])[CH3:27].[O:32]=[C:33]([CH:34]=[CH:35][c:36]1[cH:37][cH:38][cH:39][cH:40][cH:41]1)[CH:42]=[CH:43][c:44]1[cH:45][cH:46][cH:47][cH:48][cH:49]1.[O:50]=[C:51]([CH:52]=[CH:53][c:54]1[cH:55][cH:56][cH:57][cH:58][cH:59]1)[CH:60]=[CH:61][c:62]1[cH:63][cH:64][cH:65][cH:66][cH:67]1.[O:68]=[C:69]([CH:70]=[CH:71][c:72]1[cH:73][cH:74][cH:75][cH:76][cH:77]1)[CH:78]=[CH:79][c:80]1[cH:81][cH:82][cH:83][cH:84][cH:85]1.[OH-:28].[OH2:86].[Pd:30].[Pd:31]>>[c:2]1([C:18]#[N:19])[c:3]2[cH:4][cH:5][n:6]([CH:15]([CH3:16])[CH3:17])[c:7]2[cH:8][c:9]([C:11]([F:12])([F:13])[F:14])[cH:10]1.